This data is from the Open Reaction Database (ORD), a public repository of structured organic reaction records. The task is: describe an organic reaction: reactants, conditions, products, and yield Reactants: C1(CCCCC1)N1C=NC(=C1C1=CC(=C(C=C1)N)NCC(C)C)C1=CC=CC=C1 (1-(cyclohexyl)-4-phenyl-5-(3-(isobutylamino)-4-aminophenyl)-1H-imidazole), C(OC)(OC)OC (trimethyl orthoformate). Product: C(C(C)C)N1C=NC2=C1C=C(C=C2)C2=C(N=CN2C2CCCCC2)C2=CC=CC=C2 (Isobutyl-6-(1-cyclohexyl-4-phenyl-1H-imidazol-5-yl)-1H-benzimidazole). Isolated yield 73.0%. As a reaction SMILES: [CH:1]1([N:7]2[C:11]([C:12]3[CH:17]=[CH:16][C:15]([NH2:18])=[C:14]([NH:19][CH2:20][CH:21]([CH3:23])[CH3:22])[CH:13]=3)=[C:10]([C:24]3[CH:29]=[CH:28][CH:27]=[CH:26][CH:25]=3)[N:9]=[CH:8]2)[CH2:6][CH2:5][CH2:4][CH2:3][CH2:2]1.[CH:30](OC)(OC)OC>>[CH2:20]([N:19]1[C:14]2[CH:13]=[C:12]([C:11]3[N:7]([CH:1]4[CH2:2][CH2:3][CH2:4][CH2:5][CH2:6]4)[CH:8]=[N:9][C:10]=3[C:24]3[CH:25]=[CH:26][CH:27]=[CH:28][CH:29]=3)[CH:17]=[CH:16][C:15]=2[N:18]=[CH:30]1)[CH:21]([CH3:23])[CH3:22]. Procedure: Heat a mixture of 1-(cyclohexyl)-4-phenyl-5-(3-(isobutylamino)-4-aminophenyl)-1H-imidazole (83 mg, 0.21 mmol) and 3 mL trimethyl orthoformate at 120° C. for 6 hours. Cool to room temperature and concentrate under reduced pressure. Subject the residue to silica gel chromatography, eluting with 3:1 ethyl acetate:hexanes to provide the title compound (73%).